From a dataset of the Open Reaction Database (ORD), a public repository of structured organic reaction records. describe an organic reaction: reactants, conditions, products, and yield The reactants are CN1CC=2N(C3=C(C1=O)C=CC=C3)C=NC2C(=O)OCC (ethyl 5,6-dihydro-5-methyl-6-oxo-4H-imidazo[1,5-a][1,4]benzodiazepine-3-carboxylate), COC1=CC=C(C=C1)P1(SP(S1)(C1=CC=C(C=C1)OC)=S)=S (2,4-bis(p-methoxyphenyl)-1,3,2,4-dithiadiphosphetane-2,4-disulphide). Solvent: C1(=CC=CC=C1)C (toluene). The product is CN1CC=2N(C3=C(C1=S)C=CC=C3)C=NC2C(=O)OCC (ethyl 5,6-dihydro-5-methyl-6-thioxo-4H-imidazo[1,5-a][1,4]benzodiazepine-3-carboxylate). Reaction SMILES: [CH3:1][N:2]1[C:8](=O)[C:7]2[CH:10]=[CH:11][CH:12]=[CH:13][C:6]=2[N:5]2[CH:14]=[N:15][C:16]([C:17]([O:19][CH2:20][CH3:21])=[O:18])=[C:4]2[CH2:3]1.COC1C=CC(P2(=S)SP(=S)(C3C=CC(OC)=CC=3)[S:31]2)=CC=1>C1(C)C=CC=CC=1>[CH3:1][N:2]1[C:8](=[S:31])[C:7]2[CH:10]=[CH:11][CH:12]=[CH:13][C:6]=2[N:5]2[CH:14]=[N:15][C:16]([C:17]([O:19][CH2:20][CH3:21])=[O:18])=[C:4]2[CH2:3]1. Reported procedure: 670 mg (2.3 mmol) of ethyl 5,6-dihydro-5-methyl-6-oxo-4H-imidazo[1,5-a][1,4]benzodiazepine-3-carboxylate and 497 mg (1.23 mmol) of 2,4-bis(p-methoxyphenyl)-1,3,2,4-dithiadiphosphetane-2,4-disulphide are heated to boiling under reflux for 2.5 hours in 5 ml of absolute toluene. The mixture is chromatographed on silica gel with ethyl acetate and there is obtained ethyl 5,6-dihydro-5-methyl-6-thioxo-4H-imidazo[1,5-a][1,4]benzodiazepine-3-carboxylate of melting point 164°-165° C. Starting materials: O=[O+][O-] (Ozone), C1(=CC=CC=C1)C=C[C@H]1[C@@H](C(N1C(C)=O)=O)CCCNC(=NC(=O)OCC1=CC=CC=C1)NC(=O)OCC1=CC=CC=C1 (trans-4-(2-Phenylethenyl)-3-[3-[N',N"-di(Cbz)guanidino]propyl]-1-acetyl-2-azetidinone). Run in C(Cl)Cl (methylene chloride). Run at time 72 hour. Yields the product C(=O)[C@H]1[C@@H](C(N1C(C)=O)=O)CCCNC(=NC(=O)OCC1=CC=CC=C1)NC(=O)OCC1=CC=CC=C1 (trans-4-Formyl-3-[3-[N',N"-di(Cbz)guanidino]propyl]-1-acetyl-2-azetidinone). Isolated yield 38.0%. RXN SMILES: [O:1]=[O+][O-].C1(C=[CH:11][C@@H:12]2[N:15]([C:16](=[O:18])[CH3:17])[C:14](=[O:19])[C@H:13]2[CH2:20][CH2:21][CH2:22][NH:23][C:24]([NH:36][C:37]([O:39][CH2:40][C:41]2[CH:46]=[CH:45][CH:44]=[CH:43][CH:42]=2)=[O:38])=[N:25][C:26]([O:28][CH2:29][C:30]2[CH:35]=[CH:34][CH:33]=[CH:32][CH:31]=2)=[O:27])C=CC=CC=1>C(Cl)Cl>[CH:11]([C@@H:12]1[N:15]([C:16](=[O:18])[CH3:17])[C:14](=[O:19])[C@H:13]1[CH2:20][CH2:21][CH2:22][NH:23][C:24]([NH:36][C:37]([O:39][CH2:40][C:41]1[CH:46]=[CH:45][CH:44]=[CH:43][CH:42]=1)=[O:38])=[N:25][C:26]([O:28][CH2:29][C:30]1[CH:35]=[CH:34][CH:33]=[CH:32][CH:31]=1)=[O:27])=[O:1]. Reported procedure: Ozone was passed through a -78° C. methylene chloride solution of compound 27 (0.7 g, 1.2 mmol) until a blue color was maintained. Excess ozone was removed by purging the solution with N2. Dimethyl sulfide (1 mL) was added. The solution was warmed to room temperature, allowed to stand for 72 h, and concentrated. The residue was purified by silica gel chromatography (EtOAc:Et2O/1:3) to afford 230 mg (38%) of the title product.